From a dataset of the Open Reaction Database (ORD), a public repository of structured organic reaction records. describe an organic reaction: reactants, conditions, products, and yield Reactants: CCCc1cc2c(cc1OCc1ccccc1)CCC1C2CCC2(C)C(=O)CCC12, C1CCOC1. The product is CCCc1cc2c(cc1O)CCC1C2CCC2(C)C(=O)CCC12. Reaction SMILES: [CH2:1]([c:2]1[cH:3][cH:4][cH:5][cH:6][cH:7]1)[O:8][c:9]1[cH:10][c:11]2[c:24]([cH:25][c:26]1[CH2:27][CH2:28][CH3:29])[CH:23]1[CH:14]([CH2:13][CH2:12]2)[CH:15]2[CH2:16][CH2:17][C:18](=[O:30])[C:19]2([CH3:20])[CH2:21][CH2:22]1.[CH2:31]1[O:32][CH2:33][CH2:34][CH2:35]1>>[OH:8][c:9]1[cH:10][c:11]2[c:24]([cH:25][c:26]1[CH2:27][CH2:28][CH3:29])[CH:23]1[CH:14]([CH2:13][CH2:12]2)[CH:15]2[CH2:16][CH2:17][C:18](=[O:30])[C:19]2([CH3:20])[CH2:21][CH2:22]1. Starting materials: [Cl-].C(CCC)[P+](CCO)(CCCC)CCCC (tri-n-butyl(2-hydroxyethyl)phosphonium chloride), COC1=CC=C(O)C=C1 (hydroquinone monomethyl ether), C(C(=C)C)(=O)Cl (methacryloyl chloride). Run in C(C)#N (acetonitrile). Run at time 2 hour. The product is [Cl-].C(CCC)[P+](CCOC(C(=C)C)=O)(CCCC)CCCC (tri-n-butyl(2-methacryloyloxyethyl) phosphonium chloride). As a reaction SMILES: [Cl-].[CH2:2]([P+:6]([CH2:14][CH2:15][CH2:16][CH3:17])([CH2:10][CH2:11][CH2:12][CH3:13])[CH2:7][CH2:8][OH:9])[CH2:3][CH2:4][CH3:5].COC1C=CC(O)=CC=1.[C:27]([Cl:32])(=[O:31])[C:28]([CH3:30])=[CH2:29]>C(#N)C>[Cl-:32].[CH2:10]([P+:6]([CH2:2][CH2:3][CH2:4][CH3:5])([CH2:14][CH2:15][CH2:16][CH3:17])[CH2:7][CH2:8][O:9][C:27](=[O:31])[C:28]([CH3:30])=[CH2:29])[CH2:11][CH2:12][CH3:13] |f:0.1,5.6|. Procedure: Into a 1 L-four-necked flask equipped with a stirrer, a thermometer and a distillation line, was added the obtained tri-n-butyl(2-hydroxyethyl)phosphonium chloride dissolved in 500 ml of acetonitrile. The solution was heated under a normal pressure while stirring and about 200 ml of acetonitrile was distilled. A condenser having a calcium chloride tube was installed, 1.5 g of hydroquinone monomethyl ether was added as a polymerization inhibitor, and 76.3 g (0.730 mol) of methacryloyl chloride wa... The reactants are NC=1C=C2C(N(C(N(C2=CC1)C1CCOCC1)=O)CC1=CC(=C(C=C1)OC)OC)=O (6-amino-3-(3,4-dimethoxybenzyl)-1-(tetrahydro-2H-pyran-4-yl)quinazoline-2,4(1H,3H)-dione), C(C#C)Br (propargyl bromide), C(=O)([O-])[O-].[K+].[K+] (K2CO3), [I-].[Na+] (sodium iodide). The solvent is CN(C)C=O (DMF). Product: COC=1C=C(CN2C(N(C3=CC=C(C=C3C2=O)NCC#C)C2CCOCC2)=O)C=CC1OC (3-(3,4-dimethoxybenzyl)-6-(prop-2-yn-1-ylamino)-1-(tetrahydro-2H-pyran-4-yl)quinazoline-2,4(1H,3H)-dione). Isolated yield 56.8%. RXN SMILES: [NH2:1][C:2]1[CH:3]=[C:4]2[C:9](=[CH:10][CH:11]=1)[N:8]([CH:12]1[CH2:17][CH2:16][O:15][CH2:14][CH2:13]1)[C:7](=[O:18])[N:6]([CH2:19][C:20]1[CH:25]=[CH:24][C:23]([O:26][CH3:27])=[C:22]([O:28][CH3:29])[CH:21]=1)[C:5]2=[O:30].[CH2:31](Br)[C:32]#[CH:33].C([O-])([O-])=O.[K+].[K+].[I-].[Na+]>CN(C=O)C>[CH3:29][O:28][C:22]1[CH:21]=[C:20]([CH:25]=[CH:24][C:23]=1[O:26][CH3:27])[CH2:19][N:6]1[C:5](=[O:30])[C:4]2[C:9](=[CH:10][CH:11]=[C:2]([NH:1][CH2:33][C:32]#[CH:31])[CH:3]=2)[N:8]([CH:12]2[CH2:17][CH2:16][O:15][CH2:14][CH2:13]2)[C:7]1=[O:18] |f:2.3.4,5.6|. Procedure: A mixture of 0.25 g of the compound obtained in Step 6.4, 0.094 g of propargyl bromide, 0.12 g of K2CO3 and 0.009 g of sodium iodide in 8.25 ml of DMF is irradiated in a microwave field for 3 hours at 100° C. The resulting mixture is evaporated under reduced pressure. The residue is chromatographed on silica gel, eluting with an MeOH/DCM mixture from (0/100) to (2/98, v/v) to give 0.155 g of the expected product. Starting materials: ClC1=C2C=C(NC2=C(C=C1)C)C(=O)OCC (ethyl 4-chloro-7-methylindole-2-carboxylate), [OH-].[K+] (potassium hydroxide), C(C)O (ethanol). Solvent: O (water). The product is ClC1=C2C(=C(NC2=C(C=C1)C)C(=O)O)C (4-chloro-3,7-dimethylindole-2-carboxylic acid). Isolated yield 68.0%. RXN SMILES: [Cl:1][C:2]1[CH:10]=[CH:9][C:8]([CH3:11])=[C:7]2[C:3]=1[CH:4]=[C:5]([C:12]([O:14]CC)=[O:13])[NH:6]2.[OH-].[K+].[CH2:19](O)C>O>[Cl:1][C:2]1[CH:10]=[CH:9][C:8]([CH3:11])=[C:7]2[C:3]=1[C:4]([CH3:19])=[C:5]([C:12]([OH:14])=[O:13])[NH:6]2 |f:1.2|. Reported procedure: In 20 ml of ethanol and 5 ml of water were dissolved 1.50 g (6.0 mmol) of ethyl 4-chloro-7-methylindole-2-carboxylate and 0.5 g (9.0 mmol) of potassium hydroxide. The reaction mixture was refluxed for 4 hours. The solution was concentrated and then 1N HCl aqueous solution was added. The precipitates were separated by filtration, dissolved in 50 ml of diethyl ether and extracted with 30 ml of aqueous sodium hydrogencarbonate solution three times. The extract was washed with 30 ml of diethyl ether... Starting materials: O=S(=O)(Oc1ccc(Br)cn1)C(F)(F)F, C1CCNCC1, CN(C)C=O. Product: Brc1ccc(N2CCCCC2)nc1. Reaction SMILES: [Br:1][c:2]1[cH:3][cH:4][c:5]([O:8][S:9]([C:10]([F:11])([F:12])[F:13])(=[O:14])=[O:15])[n:6][cH:7]1.[CH2:16]1[CH2:17][CH2:18][NH:19][CH2:20][CH2:21]1.[O:22]=[CH:23][N:24]([CH3:25])[CH3:26]>>[Br:1][c:2]1[cH:3][cH:4][c:5]([N:19]2[CH2:18][CH2:17][CH2:16][CH2:21][CH2:20]2)[n:6][cH:7]1.